Dataset: the Open Reaction Database (ORD), a public repository of structured organic reaction records. Task: describe an organic reaction: reactants, conditions, products, and yield Starting materials: BrC1=CN=C2N1C=CC(=N2)C(C)(C)F (3-Bromo-7-(1-fluoro-1-methylethyl)imidazo[1,2-α]pyrimidine), FC1=C(C=CC(=C1C=1C=NC=CC1)F)B(O)O (2,4-difluoro-3-(pyridin-3-yl)phenylboronic acid). Yields the product FC1=C(C=CC(=C1C=1C=NC=CC1)F)C1=CN=C2N1C=CC(=N2)C(C)(C)F (3-[2,4-difluoro-3-(pyridin-3-yl)phenyl]-7-(1-fluoro-1-methylethyl)imidazo[1,2-α]pyrimidine). RXN SMILES: Br[C:2]1[N:6]2[CH:7]=[CH:8][C:9]([C:11]([F:14])([CH3:13])[CH3:12])=[N:10][C:5]2=[N:4][CH:3]=1.[F:15][C:16]1[C:21]([C:22]2[CH:23]=[N:24][CH:25]=[CH:26][CH:27]=2)=[C:20]([F:28])[CH:19]=[CH:18][C:17]=1B(O)O>>[F:28][C:20]1[C:21]([C:22]2[CH:23]=[N:24][CH:25]=[CH:26][CH:27]=2)=[C:16]([F:15])[CH:17]=[CH:18][C:19]=1[C:2]1[N:6]2[CH:7]=[CH:8][C:9]([C:11]([F:14])([CH3:13])[CH3:12])=[N:10][C:5]2=[N:4][CH:3]=1. Procedure: 3-Bromo-7-(1-fluoro-1-methylethyl)imidazo[1,2-α]pyrimidine was coupled to 2,4-difluoro-3-(pyridin-3-yl)phenylboronic acid as described in Example 65 to afford 3-[2,4-difluoro-3-(pyridin-3-yl)phenyl]-7-(1-fluoro-1-methylethyl)imidazo[1,2-α]pyrimidine as a white solid: δH (360 MHz, CDCl3) 1.80 (6H, d, J 22), 7.21-7.29 (2H, m), 7.46 (1H, dd, J 8 and 5), 7.50-7.57 (1H, m), 7.85 (1H, d, J 8), 7.92 (1H, s), 8.31 (1H, dd, J 7 and 3), 8.70 (1H, dd, J 5 and 1), 8.79 (1H, s); m/z (ES+) 369 (M++H). Starting materials: [Li]CCCC, C1CCOC1, CCCCCC, CC(=O)C(F)(F)F, COc1cc(F)cc(F)c1. Product: COc1cc(F)c(C(C)(O)C(F)(F)F)c(F)c1. As a reaction SMILES: [CH2:16]([Li:17])[CH2:18][CH2:19][CH3:20].[CH2:1]1[O:2][CH2:3][CH2:4][CH2:5]1.[CH3:28][CH2:29][CH2:30][CH2:31][CH2:32][CH3:33].[F:21][C:22]([C:23](=[O:24])[CH3:25])([F:26])[F:27].[F:6][c:7]1[cH:8][c:9]([F:15])[cH:10][c:11]([O:13][CH3:14])[cH:12]1>>[F:6][c:7]1[c:8]([C:23]([C:22]([F:21])([F:26])[F:27])([OH:24])[CH3:25])[c:9]([F:15])[cH:10][c:11]([O:13][CH3:14])[cH:12]1.